This data is from the Open Reaction Database (ORD), a public repository of structured organic reaction records. The task is: describe an organic reaction: reactants, conditions, products, and yield Reactants: C(CCC)[Li] (n-Butyllithium), S1C(SCCC1)C1=CC=C(C=C1)C1=NC=CC=C1 (2-[4-(1,3-dithian-2-yl)phenyl]pyridine), CC(CC=1N=C(N(C1)S(=O)(=O)N(C)C)C=O)(C)C (4-(2,2-dimethylpropyl)-2-formyl-N,N-dimethyl-1H-imidazole-1-sulfonamide). Solvent: O1CCCC1 (tetrahydrofuran), O1CCCC1 (tetrahydrofuran). Conditions: temperature 0 celsius, time 10 minute. Product: CC(CC=1N=C(N(C1)S(=O)(=O)N(C)C)C(C1(SCCCS1)C1=CC=C(C=C1)C1=NC=CC=C1)O)(C)C (4-(2,2-dimethylpropyl)-2-{hydroxy[2-(4-pyridin-2-ylphenyl)-1,3-dithian-2-yl]methyl}-N,N-dimethyl-1H-imidazole-1-sulfonamide). As a reaction SMILES: C([Li])CCC.[S:6]1[CH2:11][CH2:10][CH2:9][S:8][CH:7]1[C:12]1[CH:17]=[CH:16][C:15]([C:18]2[CH:23]=[CH:22][CH:21]=[CH:20][N:19]=2)=[CH:14][CH:13]=1.[CH3:24][C:25]([CH3:41])([CH3:40])[CH2:26][C:27]1[N:28]=[C:29]([CH:38]=[O:39])[N:30]([S:32]([N:35]([CH3:37])[CH3:36])(=[O:34])=[O:33])[CH:31]=1>O1CCCC1>[CH3:24][C:25]([CH3:41])([CH3:40])[CH2:26][C:27]1[N:28]=[C:29]([CH:38]([OH:39])[C:7]2([C:12]3[CH:13]=[CH:14][C:15]([C:18]4[CH:23]=[CH:22][CH:21]=[CH:20][N:19]=4)=[CH:16][CH:17]=3)[S:8][CH2:9][CH2:10][CH2:11][S:6]2)[N:30]([S:32]([N:35]([CH3:36])[CH3:37])(=[O:33])=[O:34])[CH:31]=1. Procedure: n-Butyllithium (2.5 M in hexane) (0.14 mL, 0.17 mol) was added to a −78° C. solution of 2-[4-(1,3-dithian-2-yl)phenyl]pyridine (50 mg, 0.18 mmol) in tetrahydrofuran (3 mL). After stirring at 0° C. for 10 min, the reaction mixture was re-cooled to −78° C. and a solution of 4-(2,2-dimethylpropyl)-2-formyl-N,N-dimethyl-1H-imidazole-1-sulfonamide (100 mg, 0.37 mmol) in tetrahydrofuran (1 mL) was added. After stirring at −78° C. for 5 min then at ambient temperature for a further 10 min, the reaction... The reactants are CC1=CC(=CC2=C1C(CC1CCN(CC21)C(=O)OCC(Cl)(Cl)Cl)=O)C (2,2,2-trichloroethyl 7,9-dimethyl-6-oxo-3,4,4a,5, 6,10b-hexahydro-1H-benzo[h]isoquinoline-2-carboxylate). Reagents/catalysts: [Zn] (Zn). The solvent is C(C)(=O)O (acetic acid). Reaction conditions: time 16 hour. The product is C(Cl)Cl.CO.[NH4+].[OH-] (methylene chloride methanol NH4OH), CC1=CC(=CC2=C1C(CC1CCNCC21)=O)C (7,9-dimethyl-1,3,4,4a,5,10b-hexahydro-2H-benzo[h]isoquinolin-6-one). The yield is 166.5%. Reaction SMILES: [CH3:1][C:2]1[C:7]2[C:8](=[O:24])[CH2:9][CH:10]3[CH:15]([C:6]=2[CH:5]=[C:4]([CH3:25])[CH:3]=1)[CH2:14][N:13]([C:16](OC[C:20](Cl)([Cl:22])[Cl:21])=[O:17])[CH2:12][CH2:11]3>C(O)(=O)C.[Zn]>[CH2:20]([Cl:22])[Cl:21].[CH3:16][OH:17].[NH4+:13].[OH-:17].[CH3:1][C:2]1[C:7]2[C:8](=[O:24])[CH2:9][CH:10]3[CH:15]([C:6]=2[CH:5]=[C:4]([CH3:25])[CH:3]=1)[CH2:14][NH:13][CH2:12][CH2:11]3 |f:3.4.5.6|. Reported procedure: a 2.2) 250 mg of Zn powder were added to a solution of 890 mg (2.2 mmol) of 2,2,2-trichloroethyl 7,9-dimethyl-6-oxo-3,4,4a,5, 6,10b-hexahydro-1H-benzo[h]isoquinoline-2-carboxylate in 10 ml of glacial acetic acid and the mixture was stirred at room temperature for 16 hrs. The solution was filtered and adjusted to pH 10 with 28% NaOH. The aqueous phase was extracted twice with the 30 ml of methylene chloride, dried (Na2SO4), filtered and evaporated. Chromatography of the residue (silica gel, methy...